From a dataset of the Open Reaction Database (ORD), a public repository of structured organic reaction records. describe an organic reaction: reactants, conditions, products, and yield Starting materials: NC1=C(OC2=C1C=C(C=C2)C(=O)OC)C(=O)NC2=NC=C(C=C2)Cl (3-Amino-5-methoxycarbonyl-N-(5-chloropyridin-2-yl)benzofuran-2-carboxamide), CO (methanol), [OH-].[Na+] (sodium hydroxide). Solvent: O1CCCC1 (tetrahydrofuran). Run at time 13 hour. The product is NC1=C(OC2=C1C=C(C=C2)C(=O)O)C(=O)NC2=NC=C(C=C2)Cl (3-Amino-5-carboxy-N-(5-chloropyridin-2-yl)benzofuran-2-carboxamide). Isolated yield 97.0%. RXN SMILES: [NH2:1][C:2]1[C:6]2[CH:7]=[C:8]([C:11]([O:13]C)=[O:12])[CH:9]=[CH:10][C:5]=2[O:4][C:3]=1[C:15]([NH:17][C:18]1[CH:23]=[CH:22][C:21]([Cl:24])=[CH:20][N:19]=1)=[O:16].CO.[OH-].[Na+]>O1CCCC1>[NH2:1][C:2]1[C:6]2[CH:7]=[C:8]([C:11]([OH:13])=[O:12])[CH:9]=[CH:10][C:5]=2[O:4][C:3]=1[C:15]([NH:17][C:18]1[CH:23]=[CH:22][C:21]([Cl:24])=[CH:20][N:19]=1)=[O:16] |f:2.3|. Procedure: 3-Amino-5-methoxycarbonyl-N-(5-chloropyridin-2-yl)benzofuran-2-carboxamide (2.01 g) is suspended in tetrahydrofuran (20 ml)-methanol, thereto is added 4 N aqueous sodium hydroxide solution (5 ml) under ice-cooling and the reaction solution is stirred at room temperature for 13 hours. The reaction solution is concentrated under reduced pressure, the resulting residue is diluted with water, and the mixture is adjusted to around pH 3 by pouring 10% hydrochloric acid. The precipitates are collected ... Starting materials: C1OC=2C=C(C=CC2O1)NC1CCN(CC1)CC1=CC(=NC=C1)C1=CC(=C(C(=C1)OC)OC)OC (4-(3,4-Methylenedioxyphenylamino)-1-[[2-(3,4,5-trimethoxyphenyl)pyridin-4-yl]methyl]piperidine), ClCC=1C(=NC=CC1)C1=CC(=C(C(=C1)OC)OC)OC (3-chloromethyl-2-(3,4,5-trimethoxyphenyl)pyridine). Product: Cl.Cl.Cl.C1OC=2C=C(C=CC2O1)N(CC=1C(=NC=CC1)C1=CC(=C(C(=C1)OC)OC)OC)C1CCN(CC1)CC1=CC(=NC=C1)C1=CC(=C(C(=C1)OC)OC)OC (4-[N-(3,4-Methylenedioxyphenyl)-N-[[2-(3,4,5-trimethoxypheny)pyridin-3-yl]methyl]amino]-1-[[2-(3,4,5-trimethoxyphenyl)pyridin-4-yl]methyl]piperidine Trihydrochloride). As a reaction SMILES: [CH2:1]1[O:9][C:8]2[CH:7]=[CH:6][C:5]([NH:10][CH:11]3[CH2:16][CH2:15][N:14]([CH2:17][C:18]4[CH:23]=[CH:22][N:21]=[C:20]([C:24]5[CH:29]=[C:28]([O:30][CH3:31])[C:27]([O:32][CH3:33])=[C:26]([O:34][CH3:35])[CH:25]=5)[CH:19]=4)[CH2:13][CH2:12]3)=[CH:4][C:3]=2[O:2]1.[Cl:36][CH2:37][C:38]1[C:39]([C:44]2[CH:49]=[C:48]([O:50][CH3:51])[C:47]([O:52][CH3:53])=[C:46]([O:54][CH3:55])[CH:45]=2)=[N:40][CH:41]=[CH:42][CH:43]=1>>[ClH:36].[ClH:36].[ClH:36].[CH2:1]1[O:9][C:8]2[CH:7]=[CH:6][C:5]([N:10]([CH:11]3[CH2:16][CH2:15][N:14]([CH2:17][C:18]4[CH:23]=[CH:22][N:21]=[C:20]([C:24]5[CH:25]=[C:26]([O:34][CH3:35])[C:27]([O:32][CH3:33])=[C:28]([O:30][CH3:31])[CH:29]=5)[CH:19]=4)[CH2:13][CH2:12]3)[CH2:37][C:38]3[C:39]([C:44]4[CH:49]=[C:48]([O:50][CH3:51])[C:47]([O:52][CH3:53])=[C:46]([O:54][CH3:55])[CH:45]=4)=[N:40][CH:41]=[CH:42][CH:43]=3)=[CH:4][C:3]=2[O:2]1 |f:2.3.4.5|. Procedure: 4-(3,4-Methylenedioxyphenylamino)-1-[[2-(3,4,5-trimethoxyphenyl)pyridin-4-yl]methyl]piperidine (119 mg) and 3-chloromethyl-2-(3,4,5-trimethoxyphenyl)pyridine (114 mg) were condensed in the same manner as described in Example 9. Yellow syrup obtained was converted to a trihydrochloroide to give the title compound as yellow powder. The product is COc1c(F)c(C(=O)O)cc2ccsc12. The reactants are CO, COC(=O)c1cc2ccsc2c(OC)c1F, [Na+], [OH-]. Reaction SMILES: [CH3:19][OH:20].[F:1][c:2]1[c:3]([C:13](=[O:14])[O:15][CH3:16])[cH:4][c:5]2[c:6]([s:7][cH:8][cH:9]2)[c:10]1[O:11][CH3:12].[Na+:18].[OH-:17]>>[F:1][c:2]1[c:3]([C:13](=[O:14])[OH:15])[cH:4][c:5]2[c:6]([s:7][cH:8][cH:9]2)[c:10]1[O:11][CH3:12]. Starting materials: C(O)([O-])=O.[Na+] (sodium hydrogen carbonate), FC1=C(C=CC(=C1)OCC=1C=C(C=CC1)C1=C(C=C(C=C1C)O)C)CCC(=O)OCC (ethyl 3-{2-fluoro-4-[(4′-hydroxy-2′,6′-dimethylbiphenyl-3-yl)methoxy]phenyl}propanoate), C(C)NCCO (2-ethylaminoethanol), C(CCC)P(CCCC)CCCC (tributylphosphine), N(=NC(=O)N1CCCCC1)C(=O)N1CCCCC1 (1,1′-(azodicarbonyl)dipiperidine), C(C)NCCO (2-ethylaminoethanol), C(CCC)P(CCCC)CCCC (tributylphosphine), N(=NC(=O)N1CCCCC1)C(=O)N1CCCCC1 (1,1′-(azodicarbonyl)dipiperidine). Solvent: C(C)OCC (Diethyl ether), C(C)(=O)OCC (ethyl acetate), O1CCCC1 (tetrahydrofuran). Yields the product C(C)NCCOC1=CC(=C(C(=C1)C)C1=CC(=CC=C1)COC1=CC(=C(C=C1)CCC(=O)OCC)F)C (ethyl 3-[4-({4′-[2-(ethylamino)ethoxy]-2′,6′-dimethylbiphenyl-3-yl}methoxy)-2-fluorophenyl]propanoate). The yield is 89.3%. Reaction SMILES: [F:1][C:2]1[CH:7]=[C:6]([O:8][CH2:9][C:10]2[CH:11]=[C:12]([C:16]3[C:21]([CH3:22])=[CH:20][C:19]([OH:23])=[CH:18][C:17]=3[CH3:24])[CH:13]=[CH:14][CH:15]=2)[CH:5]=[CH:4][C:3]=1[CH2:25][CH2:26][C:27]([O:29][CH2:30][CH3:31])=[O:28].[CH2:32]([NH:34][CH2:35][CH2:36]O)[CH3:33].C(P(CCCC)CCCC)CCC.N(C(N1CCCCC1)=O)=NC(N1CCCCC1)=O.C(=O)([O-])O.[Na+]>O1CCCC1.C(OCC)(=O)C.C(OCC)C>[CH2:32]([NH:34][CH2:35][CH2:36][O:23][C:19]1[CH:18]=[C:17]([CH3:24])[C:16]([C:12]2[CH:13]=[CH:14][CH:15]=[C:10]([CH2:9][O:8][C:6]3[CH:5]=[CH:4][C:3]([CH2:25][CH2:26][C:27]([O:29][CH2:30][CH3:31])=[O:28])=[C:2]([F:1])[CH:7]=3)[CH:11]=2)=[C:21]([CH3:22])[CH:20]=1)[CH3:33] |f:4.5|. Procedure details: To a solution of ethyl 3-{2-fluoro-4-[(4′-hydroxy-2′,6′-dimethylbiphenyl-3-yl)methoxy]phenyl}propanoate (0.50 g, 1.18 mmol), 2-ethylaminoethanol (0.10 mL, 1.30 mmol) and tributylphosphine (0.44 mL, 1.78 mmol) in tetrahydrofuran (10 mL) was added 1,1′-(azodicarbonyl)dipiperidine (0.45 g, 1.78 mmol) at room temperature with stirring. The reaction mixture was stirred at room temperature for 16 hrs. An equivalent amount of the aforementioned reagents (2-ethylaminoethanol, tributylphosphine and 1,1′-... Reactants: FC(C1=C(CN2C(=NC3=C2C=C(C=C3)O)C3=CC(=CC=C3)C)C=CC=C1)(F)F (1-(2-trifluoromethylbenzyl)-2-(3-methylphenyl)-6-hydroxybenzimidazole), C(C)(C)N(C(C)C)CCCl (2-(N,N-diisopropylamino)ethyl chloride). The product is FC(C1=C(CN2C(=NC3=C2C=C(C=C3)OCCN(C(C)C)C(C)C)C3=CC(=CC=C3)C)C=CC=C1)(F)F (1-(2-trifluoromethylbenzyl)-2-(3-methylphenyl)-6-[2-(N,N-diisopropylamino)ethoxy]-benzimidazole). As a reaction SMILES: [F:1][C:2]([F:28])([F:27])[C:3]1[CH:26]=[CH:25][CH:24]=[CH:23][C:4]=1[CH2:5][N:6]1[C:10]2[CH:11]=[C:12]([OH:15])[CH:13]=[CH:14][C:9]=2[N:8]=[C:7]1[C:16]1[CH:21]=[CH:20][CH:19]=[C:18]([CH3:22])[CH:17]=1.[CH:29]([N:32]([CH2:36][CH2:37]Cl)[CH:33]([CH3:35])[CH3:34])([CH3:31])[CH3:30]>>[F:28][C:2]([F:1])([F:27])[C:3]1[CH:26]=[CH:25][CH:24]=[CH:23][C:4]=1[CH2:5][N:6]1[C:10]2[CH:11]=[C:12]([O:15][CH2:37][CH2:36][N:32]([CH:33]([CH3:35])[CH3:34])[CH:29]([CH3:31])[CH3:30])[CH:13]=[CH:14][C:9]=2[N:8]=[C:7]1[C:16]1[CH:21]=[CH:20][CH:19]=[C:18]([CH3:22])[CH:17]=1. Procedure: The title compound was prepared essentially as described in Example 113 except that the compound of Example 120 was reacted with 2-(N,N-diisopropylamino)ethyl chloride. MS 510.